Dataset: the Open Reaction Database (ORD), a public repository of structured organic reaction records. Task: describe an organic reaction: reactants, conditions, products, and yield The reactants are F[B-](F)(F)F.C(C)[O+](CC)CC (Triethyloxonium tetrafluoroborate), ClC1=C(C=CC(=C1F)Cl)C(=O)N1CC(NCC1)=O (4-[(2,4-dichloro-3-fluorophenyl)carbonyl]-2-piperazinone), CC=1N=NSC1C(=O)NN (4-Methyl-1,2,3-thiadiazole-5-carbohydrazide). The solvent is ClCCl (Dichloromethane). Reaction conditions: time 45 minute. The product is ClC1=C(C=CC(=C1F)Cl)C(=O)N1CC=2N(CC1)C(=NN2)C2=C(N=NS2)C (7-[(2,4-Dichloro-3-fluorophenyl)carbonyl]-3-(4-methyl-1,2,3-thiadiazol-5-yl)-5,6,7,8-tetrahydro[1,2,4]triazolo[4,3-a]pyrazine). Reaction SMILES: F[B-](F)(F)F.C([O+](CC)CC)C.[Cl:13][C:14]1[C:19]([F:20])=[C:18]([Cl:21])[CH:17]=[CH:16][C:15]=1[C:22]([N:24]1[CH2:29][CH2:28][NH:27][C:26](=O)[CH2:25]1)=[O:23].[CH3:31][C:32]1[N:33]=[N:34][S:35][C:36]=1[C:37]([NH:39][NH2:40])=O>ClCCl>[Cl:13][C:14]1[C:19]([F:20])=[C:18]([Cl:21])[CH:17]=[CH:16][C:15]=1[C:22]([N:24]1[CH2:29][CH2:28][N:27]2[C:37]([C:36]3[S:35][N:34]=[N:33][C:32]=3[CH3:31])=[N:39][N:40]=[C:26]2[CH2:25]1)=[O:23] |f:0.1|. Reported procedure: Triethyloxonium tetrafluoroborate (330 mg, 1.738 mmol) was added to a suspension of 4-[(2,4-dichloro-3-fluorophenyl)carbonyl]-2-piperazinone (I37) (460 mg, 1.580 mmol) in dry Dichloromethane (DCM) (3.9 ml). The reaction mixture was stirred at room temperature 45 mins—mixture became clear. 4-Methyl-1,2,3-thiadiazole-5-carbohydrazide (300 mg, 1.896 mmol, commercially available) was added and the resulting reaction mixture was stirred at room temperature 2 h 10 min. The solvent was evaporated under... The reactants are ClC(Cl)Cl, O=[N+]([O-])c1cc(C(F)(F)F)ccc1NCCCO, O=S(Cl)Cl. Yields the product O=[N+]([O-])c1cc(C(F)(F)F)ccc1NCCCCl. Reaction SMILES: [Cl:23][CH:24]([Cl:25])[Cl:26].[N+:1](=[O:2])([O-:3])[c:4]1[c:5]([NH:14][CH2:15][CH2:16][CH2:17][OH:18])[cH:6][cH:7][c:8]([C:10]([F:11])([F:12])[F:13])[cH:9]1.[S:19]([Cl:20])([Cl:21])=[O:22]>>[N+:1](=[O:2])([O-:3])[c:4]1[c:5]([NH:14][CH2:15][CH2:16][CH2:17][Cl:21])[cH:6][cH:7][c:8]([C:10]([F:11])([F:12])[F:13])[cH:9]1.